describe an organic reaction: reactants, conditions, products, and yield From a dataset of the Open Reaction Database (ORD), a public repository of structured organic reaction records. Reactants: C[Si](C)(C)CC(=O)N (Trimethylsilylacetamide), NC1[C@@H]2N(C(=CCS2)C(=O)O)C1=O (7-amino-3-cephem-4-carboxylic acid), Cl (hydrochloric acid), C([O-])([O-])=O.[K+].[K+] (potassium carbonate), C(C)(C)(C)OC(=O)CON=C(C(=O)O)C=1N=CSC1 (2-t-Butoxycarbonylmethoxyimino-2-(4-thiazolyl)acetic acid), C[N+](=CCl)C.[Cl-] (Vilsmeier reagent), P(=O)(Cl)(Cl)Cl (phosphorus oxychloride). Solvent: O (Water), O1CCCC1 (tetrahydrofuran), O (water), C(C)(=O)OCC (ethyl acetate), C(C)(=O)OCC (ethyl acetate), CN(C=O)C (N,N-dimethylformamide). Run at time 20 minute. Product: C[N+](=CCl)C.[Cl-] (Vilsmeier reagent), C(C)(C)(C)OC(=O)CON=C(C(=O)NC1[C@@H]2N(C(=CCS2)C(=O)O)C1=O)C=1N=CSC1 (7-[2-t-butoxycarbonylmethoxyimino-2-(4-thiazolyl)acetamido]-3-cephem-4-carboxylic acid). Reaction SMILES: P(Cl)(Cl)([Cl:3])=O.[C:6]([O:10][C:11]([CH2:13][O:14][N:15]=[C:16]([C:20]1[N:21]=[CH:22][S:23][CH:24]=1)[C:17]([OH:19])=O)=[O:12])([CH3:9])([CH3:8])[CH3:7].[CH3:25][N+:26]([CH3:29])=[CH:27][Cl:28].[Cl-].C[Si](CC(N)=O)(C)C.[NH2:39][CH:40]1[C:50](=[O:51])[N:42]2[C:43]([C:47]([OH:49])=[O:48])=[CH:44][CH2:45][S:46][C@H:41]12.C(=O)([O-])[O-].[K+].[K+].Cl>C(OCC)(=O)C.O1CCCC1.O.CN(C)C=O>[CH3:25][N+:26]([CH3:29])=[CH:27][Cl:28].[Cl-:3].[C:6]([O:10][C:11]([CH2:13][O:14][N:15]=[C:16]([C:20]1[N:21]=[CH:22][S:23][CH:24]=1)[C:17]([NH:39][CH:40]1[C:50](=[O:51])[N:42]2[C:43]([C:47]([OH:49])=[O:48])=[CH:44][CH2:45][S:46][C@H:41]12)=[O:19])=[O:12])([CH3:7])([CH3:8])[CH3:9] |f:2.3,6.7.8,14.15|. Procedure details: Vilsmeier reagent was prepared from phosphorus oxychloride (0.76 g) and N,N-dimethylformamide (0.36 g) in ethyl acetate (1.44 ml) in a usual manner. 2-t-Butoxycarbonylmethoxyimino-2-(4-thiazolyl)acetic acid (syn isomer) (1.2 g) was added to the stirred suspension of Vilsmeier reagent in ethyl acetate (20 ml) under ice-cooling and the mixture was stirred for 20 minutes at the same temperature to prepare an activated acid solution. Trimethylsilylacetamide (3.5 g) was added to the stirred suspensio... The reactants are CCN(C(C)C)C(C)C, CN(C)S(=O)(=O)CCCCCCl, Clc1ccc(C(c2ccccc2)N2CCNCC2)cc1. Yields the product CN(C)S(=O)(=O)CCCCCN1CCN(C(c2ccccc2)c2ccc(Cl)cc2)CC1. As a reaction SMILES: [CH2:33]([N:34]([CH:35]([CH3:36])[CH3:37])[CH:38]([CH3:39])[CH3:40])[CH3:41].[CH3:21][N:22]([S:23](=[O:24])(=[O:25])[CH2:26][CH2:27][CH2:28][CH2:29][CH2:30][Cl:31])[CH3:32].[Cl:1][c:2]1[cH:3][cH:4][c:5]([CH:8]([N:9]2[CH2:10][CH2:11][NH:12][CH2:13][CH2:14]2)[c:15]2[cH:16][cH:17][cH:18][cH:19][cH:20]2)[cH:6][cH:7]1>>[Cl:1][c:2]1[cH:3][cH:4][c:5]([CH:8]([N:9]2[CH2:10][CH2:11][N:12]([CH2:30][CH2:29][CH2:28][CH2:27][CH2:26][S:23]([N:22]([CH3:21])[CH3:32])(=[O:24])=[O:25])[CH2:13][CH2:14]2)[c:15]2[cH:16][cH:17][cH:18][cH:19][cH:20]2)[cH:6][cH:7]1. Starting materials: C(C1=CC=CC=C1)N(CC(C(C)(C)C)=O)CC1=CC=CC=C1 (1-(dibenzylamino)-3,3-dimethylbutan-2-one), C[Mg]Br (Methylmagnesium bromide). Solvent: C(C)OCC (diethylether). Reaction conditions: temperature 2.5 celsius, time 72 hour. The product is C(C1=CC=CC=C1)N(CC(C(C)(C)C)(O)C)CC1=CC=CC=C1 ((RS)-1-dibenzylamino-2,3,3-trimethyl-butan-2-ol). Isolated yield 71.3%. RXN SMILES: [CH2:1]([N:8]([CH2:16][C:17]1[CH:22]=[CH:21][CH:20]=[CH:19][CH:18]=1)[CH2:9][C:10](=[O:15])[C:11]([CH3:14])([CH3:13])[CH3:12])[C:2]1[CH:7]=[CH:6][CH:5]=[CH:4][CH:3]=1.[CH3:23][Mg]Br>C(OCC)C>[CH2:1]([N:8]([CH2:16][C:17]1[CH:18]=[CH:19][CH:20]=[CH:21][CH:22]=1)[CH2:9][C:10]([CH3:23])([OH:15])[C:11]([CH3:14])([CH3:13])[CH3:12])[C:2]1[CH:7]=[CH:6][CH:5]=[CH:4][CH:3]=1. Procedure: (1.6 g, 5.4 mmol) 1-Dibenzylamino-3,3-dimethyl-butan-2-one (Example 19, step 1) was dissolved in diethylether (20 ml) and cooled to 0-5° C. Methylmagnesium bromide (3M in diethylether) (2.2 ml, 6.5 mmol, 1.2 equiv.) was added drop wise at 0-5° C. and the mixture was stirred for 72 hours at room temperature. The reaction mixture was extracted with sat. NH4C1-solution and two times EtOAc. The organic layers were extracted with water, dryed over Na2SO4, filtered and evaporated to dryness. The crude... Reported procedure: To a suspension of 1-{[1-(2,4-dichlorophenyl)-1,2,3,4-tetrahydropyrimido[1,2-a]benzimidazol-6-yl]carbonyl}azetidin-3-ol (150 mg, 0.359 mmol) was added boron-tetrahydrofuran complex (1.0 M solution in tetrahydrofuran, 1.8 mL, 1.8 mmol), and the mixture was stirred at 70° C. for 13 hr. To the mixture was added aqueous saturated ammonium chloride, and the mixture was stirred at 70° C. for 20 min. The mixture was extracted with ethyl acetate. The combined organic layer was washed with brine, dried o... Starting materials: ClC1=C(C=CC(=C1)Cl)N1CCCN2C1=NC1=C2C(=CC=C1)C(=O)N1CC(C1)O (1-{[1-(2,4-dichlorophenyl)-1,2,3,4-tetrahydropyrimido[1,2-a]benzimidazol-6-yl]carbonyl}azetidin-3-ol), [B].O1CCCC1 (boron tetrahydrofuran), [Cl-].[NH4+] (ammonium chloride). Yields the product ClC1=C(C=CC(=C1)Cl)N1CCCN2C1=NC1=C2C(=CC=C1)CN1CC(C1)O (1-{[1-(2,4-Dichlorophenyl)-1,2,3,4-tetrahydropyrimido[1,2-a]benzimidazol-6-yl]methyl}azetidin-3-ol). Reaction SMILES: [Cl:1][C:2]1[CH:7]=[C:6]([Cl:8])[CH:5]=[CH:4][C:3]=1[N:9]1[C:14]2=[N:15][C:16]3[CH:21]=[CH:20][CH:19]=[C:18]([C:22]([N:24]4[CH2:27][CH:26]([OH:28])[CH2:25]4)=O)[C:17]=3[N:13]2[CH2:12][CH2:11][CH2:10]1.[B].O1CCCC1.[Cl-].[NH4+]>>[Cl:1][C:2]1[CH:7]=[C:6]([Cl:8])[CH:5]=[CH:4][C:3]=1[N:9]1[C:14]2=[N:15][C:16]3[CH:21]=[CH:20][CH:19]=[C:18]([CH2:22][N:24]4[CH2:27][CH:26]([OH:28])[CH2:25]4)[C:17]=3[N:13]2[CH2:12][CH2:11][CH2:10]1 |f:1.2,3.4|. Run at temperature 70 celsius, time 13 hour. Isolated yield 63.2%. The reactants are CCO, [Cl-], O=C(c1cc(C(F)(F)F)cc(C(F)(F)F)c1)N1CCN(Cc2ccc([N+](=O)[O-])cc2)CC1Cc1c[nH]c2ccccc12, [Fe], [NH4+], O. Product: Nc1ccc(CN2CCN(C(=O)c3cc(C(F)(F)F)cc(C(F)(F)F)c3)C(Cc3c[nH]c4ccccc34)C2)cc1. RXN SMILES: [CH3:46][CH2:47][OH:48].[Cl-:43].[F:1][C:2]([c:3]1[cH:4][c:5]([C:6](=[O:7])[N:8]2[CH:9]([CH2:24][c:25]3[cH:26][nH:27][c:28]4[cH:29][cH:30][cH:31][cH:32][c:33]34)[CH2:10][N:11]([CH2:14][c:15]3[cH:16][cH:17][c:18]([N+:21]([O-:22])=[O:23])[cH:19][cH:20]3)[CH2:12][CH2:13]2)[cH:34][c:35]([C:37]([F:38])([F:39])[F:40])[cH:36]1)([F:41])[F:42].[Fe:49].[NH4+:44].[OH2:45]>>[F:1][C:2]([c:3]1[cH:4][c:5]([C:6](=[O:7])[N:8]2[CH:9]([CH2:24][c:25]3[cH:26][nH:27][c:28]4[cH:29][cH:30][cH:31][cH:32][c:33]34)[CH2:10][N:11]([CH2:14][c:15]3[cH:16][cH:17][c:18]([NH2:21])[cH:19][cH:20]3)[CH2:12][CH2:13]2)[cH:34][c:35]([C:37]([F:38])([F:39])[F:40])[cH:36]1)([F:41])[F:42]. Starting materials: ClC1=CC=C(N=N1)C12CCCN(CC1)C2 (5-(6-chloropyridazin-3-yl)-1-azabicyclo[3.2.1]octane), CSC1=CC=C(S1)B(O)O (5-methylsulfanyl-2-thienylboronic acid), Cl (hydrochloric acid), CC(C)O (propan-2-ol). Product: Cl.CC1=CC=C(S1)C1=CC=C(N=N1)C12CCCN(CC1)C2 (5-[6-(5-Methyl-2-thiényl)pyridazin-3-yl]-1-azabicyclo[3.2.1]octane hydrochloride). Reaction SMILES: [Cl:1][C:2]1[N:7]=[N:6][C:5]([C:8]23[CH2:15][N:12]([CH2:13][CH2:14]2)[CH2:11][CH2:10][CH2:9]3)=[CH:4][CH:3]=1.CS[C:18]1[S:22][C:21](B(O)O)=[CH:20][CH:19]=1.Cl.[CH3:27]C(O)C>>[ClH:1].[CH3:27][C:18]1[S:22][C:21]([C:2]2[N:7]=[N:6][C:5]([C:8]34[CH2:15][N:12]([CH2:13][CH2:14]3)[CH2:11][CH2:10][CH2:9]4)=[CH:4][CH:3]=2)=[CH:20][CH:19]=1 |f:4.5|. Procedure details: This compound is obtained according to the method described in stage 1.6 of Example 1, using 5-(6-chloropyridazin-3-yl)-1-azabicyclo[3.2.1]octane, prepared according to stage 1.5 of Example 1, and 5-methylsulfanyl-2-thienylboronic acid. The hydrochloride thereof is prepared by treatment of the base with a solution of hydrochloric acid in propan-2-ol, and the crystals obtained are collected by filtration and dried under vacuum. Reactants: C(C)(C)(C)OC(=O)N1C[C@@H](C2=CC=CC=C12)CC(=O)O ((−)-(R)-(1-tert-butoxycarbonyl-2,3-dihydro-1H-indol-3-yl)acetic acid), Cl (HCl). The product is C(C)(C)(C)OC(=O)N1CC(C2=CC=CC=C12)CC(=O)O ((+)-(1-tert-Butoxycarbonyl-2,3-dihydro-1H-indol-3-yl)acetic acid). RXN SMILES: [C:1]([O:5][C:6]([N:8]1[C:16]2[C:11](=[CH:12][CH:13]=[CH:14][CH:15]=2)[C@@H:10]([CH2:17][C:18]([OH:20])=[O:19])[CH2:9]1)=[O:7])([CH3:4])([CH3:3])[CH3:2].Cl>>[C:1]([O:5][C:6]([N:8]1[C:16]2[C:11](=[CH:12][CH:13]=[CH:14][CH:15]=2)[CH:10]([CH2:17][C:18]([OH:20])=[O:19])[CH2:9]1)=[O:7])([CH3:4])([CH3:2])[CH3:3]. Reported procedure: Methyl (RS)-(1-tert-Butoxycarbonyl-2,3-dihydro-1H-indol-3-yl)acetic acid (50 g, 0.17 mol) was mixed with Candida Antarctica Lipase (CAL, SP-435, Novo Nordisk, Denmark) (2.5 g) and subsequently added 0.1 M phosphate buffer (pH=7.0) (3 L) under vigorous stirring. The resulting mixture was stirred vigorously at 25° C. for 120 h, and the pH was maintained at 7 by the addition of 0.5 N NaOH. After addition of about 0.45 equivalent of base, filtering off the enzyme stopped the reaction. The enzyme was...